This data is from the Open Reaction Database (ORD), a public repository of structured organic reaction records. The task is: describe an organic reaction: reactants, conditions, products, and yield Reactants: FC(C1=C(CNCCC2=CC=C(OC(C(=O)OC)(C)C)C=C2)C=CC(=C1)C(F)(F)F)(F)F (methyl 2-[4-(2-{[2,4-bis(trifluoromethyl)benzyl]amino}ethyl)phenoxy]-2-methylpropanoate), ClC=1OC2=C(N1)C=CC=C2 (2-chlorobenzoxazole). Yields the product O1C(=NC2=C1C=CC=C2)N(CCC2=CC=C(OC(C(=O)O)(C)C)C=C2)CC2=C(C=C(C=C2)C(F)(F)F)C(F)(F)F (2-[4-(2-{1,3-Benzoxazol-2-yl[2,4-bis(trifluoromethyl)benzyl]amino}ethyl)phenoxy]-2-methylpropanoic acid). Reaction SMILES: [F:1][C:2]([F:32])([F:31])[C:3]1[CH:26]=[C:25]([C:27]([F:30])([F:29])[F:28])[CH:24]=[CH:23][C:4]=1[CH2:5][NH:6][CH2:7][CH2:8][C:9]1[CH:22]=[CH:21][C:12]([O:13][C:14]([CH3:20])([CH3:19])[C:15]([O:17]C)=[O:16])=[CH:11][CH:10]=1.Cl[C:34]1[O:35][C:36]2[CH:42]=[CH:41][CH:40]=[CH:39][C:37]=2[N:38]=1>>[O:35]1[C:36]2[CH:42]=[CH:41][CH:40]=[CH:39][C:37]=2[N:38]=[C:34]1[N:6]([CH2:5][C:4]1[CH:23]=[CH:24][C:25]([C:27]([F:30])([F:29])[F:28])=[CH:26][C:3]=1[C:2]([F:32])([F:1])[F:31])[CH2:7][CH2:8][C:9]1[CH:22]=[CH:21][C:12]([O:13][C:14]([CH3:19])([CH3:20])[C:15]([OH:17])=[O:16])=[CH:11][CH:10]=1. Reported procedure: Similarly prepared from methyl 2-[4-(2-{[2,4-bis(trifluoromethyl)benzyl]amino}ethyl)phenoxy]-2-methylpropanoate and 2-chlorobenzoxazole. Starting materials: CC1OC(OC(=O)c2ccccc2)C(OC(=O)c2ccccc2)C(OC(=O)c2ccccc2)C1OC(=O)c1ccccc1, C1CCOC1, CO. Product: CC1OC(O)C(OC(=O)c2ccccc2)C(OC(=O)c2ccccc2)C1OC(=O)c1ccccc1. RXN SMILES: [C:1](=[O:2])([c:3]1[cH:4][cH:5][cH:6][cH:7][cH:8]1)[O:9][CH:10]1[CH:11]([O:12][C:13]([c:14]2[cH:15][cH:16][cH:17][cH:18][cH:19]2)=[O:20])[CH:21]([O:22][C:23]([c:24]2[cH:25][cH:26][cH:27][cH:28][cH:29]2)=[O:30])[CH:31]([O:32][C:33]([c:34]2[cH:35][cH:36][cH:37][cH:38][cH:39]2)=[O:40])[CH:41]([CH3:43])[O:42]1.[CH2:46]1[O:47][CH2:48][CH2:49][CH2:50]1.[CH3:44][OH:45]>>[OH:9][CH:10]1[CH:11]([O:12][C:13]([c:14]2[cH:15][cH:16][cH:17][cH:18][cH:19]2)=[O:20])[CH:21]([O:22][C:23]([c:24]2[cH:25][cH:26][cH:27][cH:28][cH:29]2)=[O:30])[CH:31]([O:32][C:33]([c:34]2[cH:35][cH:36][cH:37][cH:38][cH:39]2)=[O:40])[CH:41]([CH3:43])[O:42]1. The solvent is CN(C=O)C (dimethylformamide). Reported procedure: 1,2-dicyano-3-nitrobenzene (1.73 g) and 3-tert-butyl-hydroxybenzene (4.50 g) were allowed to react with each other at 80° C. for 2 hours in dimethylformamide (DMF, 5 ml) with the addition of K2CO3 (5.0 g). After the completion of the reaction, the reaction product was extracted twice with a mixed solvent of water and ethyl acetate (at a volumetric ratio of 1/1), and the layer extracted with ethyl acetate was dried overnight with the use of MgSO4, followed by removal of ethyl acetate by distillat... RXN SMILES: [C:1]([C:3]1[CH:8]=[CH:7][CH:6]=[C:5]([N+]([O-])=O)[C:4]=1[C:12]#[N:13])#[N:2].[C:14]([C:18]1[CH:19]=[C:20]([OH:24])[CH:21]=[CH:22][CH:23]=1)([CH3:17])([CH3:16])[CH3:15].C([O-])([O-])=O.[K+].[K+]>CN(C)C=O>[C:1]([C:3]1[CH:8]=[CH:7][CH:6]=[C:5]([O:24][C:20]2[CH:21]=[CH:22][CH:23]=[C:18]([C:14]([CH3:17])([CH3:16])[CH3:15])[CH:19]=2)[C:4]=1[C:12]#[N:13])#[N:2] |f:2.3.4|. The reactants are C(#N)C1=C(C(=CC=C1)[N+](=O)[O-])C#N (1,2-dicyano-3-nitrobenzene), C(C)(C)(C)C=1C=C(C=CC1)O (3-tert-butyl-hydroxybenzene), C(=O)([O-])[O-].[K+].[K+] (K2CO3). Isolated yield 80.0%. Yields the product C(#N)C1=C(C(=CC=C1)OC1=CC(=CC=C1)C(C)(C)C)C#N (1,2-dicyano-3-(3-tert-butylphenyloxy) benzene).